From a dataset of the Open Reaction Database (ORD), a public repository of structured organic reaction records. describe an organic reaction: reactants, conditions, products, and yield Starting materials: C(=O)(N1C=NC=C1)N1C=NC=C1 (1,1'-Carbonyl-diimidazole), CC1=C(C(=CC=C1)NC2=CC=CC=C2C(=O)O)C (mefanamic acid), Cl.CNO (N-Methylhydroxylamine hydrochloride). Run in CN(C)C=O (DMF). Run at temperature 24 celsius, time 20 hour. Yields the product CC1=C(C=CC=C1C)NC1=C(C(=O)N(C)O)C=CC=C1 ((2,3-dimethylphenyl)amino-N-hydroxy-N-methylbenzamide). As a reaction SMILES: C(N1C=CN=C1)(N1C=CN=C1)=O.[CH3:13][C:14]1[CH:19]=[CH:18][CH:17]=[C:16]([NH:20][C:21]2[C:26]([C:27](O)=[O:28])=[CH:25][CH:24]=[CH:23][CH:22]=2)[C:15]=1[CH3:30].Cl.[CH3:32][NH:33][OH:34]>CN(C=O)C>[CH3:30][C:15]1[C:14]([CH3:13])=[CH:19][CH:18]=[CH:17][C:16]=1[NH:20][C:21]1[CH:22]=[CH:23][CH:24]=[CH:25][C:26]=1[C:27]([N:33]([OH:34])[CH3:32])=[O:28] |f:2.3|. Procedure details: 1,1'-Carbonyl-diimidazole (5.35 g; 0.033 mol) is added to a solution of mefanamic acid (7.2% g; 0.03 mol) in dry DMF (100 ml). The solution is stirred at 24° C. for 20 hours and then briefly warmed to 50° C. N-Methylhydroxylamine hydrochloride (2.7 g; 0.032 mo) is added to the cooled solution at 24° C. and stirred for two days. The reaction mixture is then evaporated to dryness and the residue is taken up in CH2Cl2, washed with water, and dried over sodium sulfate and evaporated. The residue is ... Reactants: Cl (HCl), O1CCOCC1 (dioxane), CN1CCC(CC1)OC1=CC=2C(C3=CC(=CC=C3C2C=C1)OC1CCN(CC1)C)=O (2,7-bis-(1-methylpiperidin-4-yloxy)-fluoren-9-one). The reagents and catalysts are C(C)O (ethanol). Solvent: C(C)(=O)OCC (ethyl acetate). Reaction conditions: time 2 hour. The product is Cl.Cl.CN1CCC(CC1)OC1=CC=2C(C3=CC(=CC=C3C2C=C1)OC1CCN(CC1)C)=O (2,7-Bis-(1-methylpiperidin-4-yloxy)-fluoren-9-one dihydrochloride). Yield: 57.0%. Reaction SMILES: [CH3:1][N:2]1[CH2:7][CH2:6][CH:5]([O:8][C:9]2[CH:21]=[CH:20][C:19]3[C:18]4[C:13](=[CH:14][C:15]([O:22][CH:23]5[CH2:28][CH2:27][N:26]([CH3:29])[CH2:25][CH2:24]5)=[CH:16][CH:17]=4)[C:12](=[O:30])[C:11]=3[CH:10]=2)[CH2:4][CH2:3]1.[ClH:31].O1CCOCC1>C(OCC)(=O)C.C(O)C>[ClH:31].[ClH:31].[CH3:29][N:26]1[CH2:27][CH2:28][CH:23]([O:22][C:15]2[CH:16]=[CH:17][C:18]3[C:19]4[C:11](=[CH:10][C:9]([O:8][CH:5]5[CH2:6][CH2:7][N:2]([CH3:1])[CH2:3][CH2:4]5)=[CH:21][CH:20]=4)[C:12](=[O:30])[C:13]=3[CH:14]=2)[CH2:24][CH2:25]1 |f:5.6.7|. Procedure details: To a solution of 2,7-bis-(1-methylpiperidin-4-yloxy)-fluoren-9-one (110 mg, 0.27 mmol; Example 24A) in ethyl acetate (10 mL) containing a few drops of ethanol was added a solution of HCl in dioxane (4 M, 335 μL, 1.34 mmol; Aldrich). After stirring the mixture for 2 h, the solid was collected by filtration and recrystallized from hot EtOH-EtOAc to afford the title compound (74 mg, 0.155 mmol, 57% yield): 1H NMR (300 MHz, CD3OD) δ ppm 1.93-2.36 (m, 8H), 2.92 (s, 6H), 3.10-3.29 (m, 4H), 3.32-3.51 (... Starting materials: C(C)(C)(C)OC(=O)N(CCCN(C(=O)C1=CC=C(C=C1)NCCC(=O)OCC)C)C (Ethyl N-{4-[{3-([tert-butoxycarbonyl)(methyl)amino]propyl}(methyl)carbamoyl]phenyl}-β-alaninate), C=O (paraformaldehyde). The reagents and catalysts are [C].[Pd] (palladium-carbon). Solvent: CO (methanol). Conditions: temperature 60 celsius, time 18 hour. The product is C(C)(C)(C)OC(=O)N(CCCN(C(=O)C1=CC=C(C=C1)N(CCC(=O)OCC)C)C)C (Ethyl N-{4-[{3-([tert-butoxycarbonyl)(methyl)amino]propyl}(methyl)carbamoyl]phenyl}-N-methyl-β-alaninate). Yield: 69.3%. As a reaction SMILES: [C:1]([O:5][C:6]([N:8]([CH3:30])[CH2:9][CH2:10][CH2:11][N:12]([CH3:29])[C:13]([C:15]1[CH:20]=[CH:19][C:18]([NH:21][CH2:22][CH2:23][C:24]([O:26][CH2:27][CH3:28])=[O:25])=[CH:17][CH:16]=1)=[O:14])=[O:7])([CH3:4])([CH3:3])[CH3:2].[CH2:31]=O>CO.[C].[Pd]>[C:1]([O:5][C:6]([N:8]([CH3:30])[CH2:9][CH2:10][CH2:11][N:12]([CH3:29])[C:13]([C:15]1[CH:16]=[CH:17][C:18]([N:21]([CH3:31])[CH2:22][CH2:23][C:24]([O:26][CH2:27][CH3:28])=[O:25])=[CH:19][CH:20]=1)=[O:14])=[O:7])([CH3:4])([CH3:2])[CH3:3] |f:3.4|. Reported procedure: The compound (239 mg, 0.57 mmol) obtained in Example 94a was dissolved in methanol (15 mL), paraformaldehyde (179 mg, 5.67 mmol) and 10% palladium-carbon (48 mg, 20% by weight) were added, and the mixture was stirred at 60° C. under a hydrogen atmosphere for 18 hours. After the reaction was completed, the reaction mixture was filtered through celite, the filtrate was washed with methanol, and the solvent was evaporated under reduced pressure. The residue was purified by NH silica gel column chro... Starting materials: CCc1c(-c2nsc(-c3ccc(CC(C)C)c(C#N)c3)n2)cccc1C1CCN(C(=O)OC(C)(C)C)CC1, ClCCl, O=C(O)C(F)(F)F. Yields the product CCc1c(-c2nsc(-c3ccc(CC(C)C)c(C#N)c3)n2)cccc1C1CCNCC1. As a reaction SMILES: [C:1](#[N:2])[c:3]1[cH:4][c:5](-[c:13]2[n:14][c:15](-[c:18]3[c:19]([CH2:37][CH3:38])[c:20]([CH:24]4[CH2:25][CH2:26][N:27]([C:30]([O:31][C:32]([CH3:33])([CH3:34])[CH3:35])=[O:36])[CH2:28][CH2:29]4)[cH:21][cH:22][cH:23]3)[n:16][s:17]2)[cH:6][cH:7][c:8]1[CH2:9][CH:10]([CH3:11])[CH3:12].[Cl:46][CH2:47][Cl:48].[F:39][C:40]([F:41])([F:42])[C:43]([OH:44])=[O:45]>>[C:1](#[N:2])[c:3]1[cH:4][c:5](-[c:13]2[n:14][c:15](-[c:18]3[c:19]([CH2:37][CH3:38])[c:20]([CH:24]4[CH2:25][CH2:26][NH:27][CH2:28][CH2:29]4)[cH:21][cH:22][cH:23]3)[n:16][s:17]2)[cH:6][cH:7][c:8]1[CH2:9][CH:10]([CH3:11])[CH3:12]. Starting materials: C(C)(C)(C)OC(=O)C1CCC(CC1)C1=CC=C(C(=O)O)C=C1 (4-(4-tert-butoxycarbonylcyclohexyl)benzoic acid), C(C1=CC=CC=C1)C1=NN=C(S1)N (5-benzyl-1,3,4-thiadiazol-2-amine). The product is C(C1=CC=CC=C1)C1=NN=C(S1)NC(=O)C1=CC=C(C=C1)C1CCC(CC1)C(=O)OC(C)(C)C (tert-butyl 4-[4-(5-benzyl[1.3.4]thiadiazol-2-ylcarbamoyl)phenyl]cyclohexanecarboxylate). Reaction SMILES: [C:1]([O:5][C:6]([CH:8]1[CH2:13][CH2:12][CH:11]([C:14]2[CH:22]=[CH:21][C:17]([C:18](O)=[O:19])=[CH:16][CH:15]=2)[CH2:10][CH2:9]1)=[O:7])([CH3:4])([CH3:3])[CH3:2].[CH2:23]([C:30]1[S:34][C:33]([NH2:35])=[N:32][N:31]=1)[C:24]1[CH:29]=[CH:28][CH:27]=[CH:26][CH:25]=1>>[CH2:23]([C:30]1[S:34][C:33]([NH:35][C:18]([C:17]2[CH:21]=[CH:22][C:14]([CH:11]3[CH2:10][CH2:9][CH:8]([C:6]([O:5][C:1]([CH3:2])([CH3:4])[CH3:3])=[O:7])[CH2:13][CH2:12]3)=[CH:15][CH:16]=2)=[O:19])=[N:32][N:31]=1)[C:24]1[CH:25]=[CH:26][CH:27]=[CH:28][CH:29]=1. Procedure details: This compound is obtained according to Preparation 11.5. 85 mg of tert-butyl 4-[4-(5-benzyl[1.3.4]thiadiazol-2-ylcarbamoyl)phenyl]cyclohexanecarboxylate are obtained from 4-(4-tert-butoxycarbonylcyclohexyl)benzoic acid and 5-benzyl-1,3,4-thiadiazol-2-amine. Product: Cc1ccc(NC(=O)N2C(=S)C3(CCCCC3)NC23CCCCC3)cc1. RXN SMILES: [CH2:1]1[CH2:2][CH2:3][CH2:4][CH2:5][C:6]12[NH:7][C:8]1([CH2:9][CH2:10][CH2:11][CH2:12][CH2:13]1)[NH:14][C:15]2=[S:16].[K:27][C:28]#[N:29].[N:30]12[CH2:31][CH2:32][N:33]([CH2:34][CH2:35]1)[CH2:36][CH2:37]2.[c:17]1([CH3:26])[cH:18][cH:19][c:20]([N:23]=[C:24]=[O:25])[cH:21][cH:22]1.[cH:38]1[cH:39][cH:40][cH:41][cH:42][cH:43]1>>[CH2:1]1[CH2:2][CH2:3][CH2:4][CH2:5][C:6]12[NH:7][C:8]1([CH2:9][CH2:10][CH2:11][CH2:12][CH2:13]1)[N:14]([C:24]([NH:23][c:20]1[cH:19][cH:18][c:17]([CH3:26])[cH:22][cH:21]1)=[O:25])[C:15]2=[S:16]. Starting materials: S=C1NC2(CCCCC2)NC12CCCCC2, N#C[K], C1CN2CCN1CC2, Cc1ccc(N=C=O)cc1, c1ccccc1.